This data is from the Open Reaction Database (ORD), a public repository of structured organic reaction records. The task is: describe an organic reaction: reactants, conditions, products, and yield The reactants are O=C(Nc1ccncc1F)c1cnc2c(Br)cc(Cl)nn12, C1CCOC1, [H-], [Na+], CN(C)C=O, Nc1ccon1. Product: O=C(Nc1ccncc1F)c1cnc2c(Nc3ccon3)cc(Cl)nn12. As a reaction SMILES: [Br:9][c:10]1[c:11]2[n:12]([n:13][c:14]([Cl:16])[cH:15]1)[c:17]([C:20](=[O:21])[NH:22][c:23]1[c:24]([F:29])[cH:25][n:26][cH:27][cH:28]1)[cH:18][n:19]2.[CH2:35]1[O:36][CH2:37][CH2:38][CH2:39]1.[H-:8].[Na+:7].[O:30]=[CH:31][N:32]([CH3:33])[CH3:34].[o:1]1[n:2][c:3]([NH2:6])[cH:4][cH:5]1>>[o:1]1[n:2][c:3]([NH:6][c:10]2[c:11]3[n:12]([n:13][c:14]([Cl:16])[cH:15]2)[c:17]([C:20](=[O:21])[NH:22][c:23]2[c:24]([F:29])[cH:25][n:26][cH:27][cH:28]2)[cH:18][n:19]3)[cH:4][cH:5]1. Starting materials: O=C1C2CC3(CC(CC1C3)C2)C(=O)O (4-oxo-adamantane-1-carboxylic acid), N (NH3), resultant solution, resultant product, O (H2O). The solvent is CO (MeOH). As a reaction SMILES: O=[C:2]1[CH:9]2[CH2:10][C:5]3([C:12]([OH:14])=[O:13])[CH2:6][CH:7]([CH2:11][CH:3]1[CH2:4]3)[CH2:8]2.O.[NH3:16]>CO.[Pd]>[NH2:16][CH:2]1[CH:9]2[CH2:10][C:5]3([C:12]([OH:14])=[O:13])[CH2:6][CH:7]([CH2:11][CH:3]1[CH2:4]3)[CH2:8]2. Conditions: time 12 hour. The reagents and catalysts are [Pd] (Pd/C). Yield: 81.0%. Product: NC1C2CC3(CC(CC1C3)C2)C(=O)O (4-amino-adamantane-1-carboxylic acid). Procedure: In a 250-mL flask, 4-oxo-adamantane-1-carboxylic acid (10 g, 51.5 mmol) was dissolved in 7N NH3 in MeOH (50 ml), and the resultant solution was added with 10% Pd/C (1 g, 10%), followed by stirring under hydrogen gas for 12 hours. After the reaction was completed, the resultant product was added with H2O and filtered to obtain 4-amino-adamantane-1-carboxylic acid (8.17 g, 81%). Starting materials: CC(C)c1oc2cc(N=C(c3ccccc3)c3ccccc3)ccc2c(=O)c1-c1ccc(Cl)cc1, Cl, N, C1CCOC1. Yields the product CC(C)c1oc2cc(N)ccc2c(=O)c1-c1ccc(Cl)cc1. As a reaction SMILES: [C:1]([c:2]1[cH:3][cH:4][cH:5][cH:6][cH:7]1)([c:8]1[cH:9][cH:10][cH:11][cH:12][cH:13]1)=[N:14][c:15]1[cH:16][cH:17][c:18]2[c:19](=[O:35])[c:20](-[c:28]3[cH:29][cH:30][c:31]([Cl:34])[cH:32][cH:33]3)[c:21]([CH:25]([CH3:26])[CH3:27])[o:22][c:23]2[cH:24]1.[ClH:36].[NH3:37].[O:38]1[CH2:39][CH2:40][CH2:41][CH2:42]1>>[NH2:14][c:15]1[cH:16][cH:17][c:18]2[c:19](=[O:35])[c:20](-[c:28]3[cH:29][cH:30][c:31]([Cl:34])[cH:32][cH:33]3)[c:21]([CH:25]([CH3:26])[CH3:27])[o:22][c:23]2[cH:24]1.